Dataset: the Open Reaction Database (ORD), a public repository of structured organic reaction records. Task: describe an organic reaction: reactants, conditions, products, and yield RXN SMILES: [CH2:34]1[N:35]2[CH2:36][CH2:37][N:38]([CH2:39][CH2:40]2)[CH2:41]1.[CH3:1][N:2]([S:3](=[O:4])(=[O:5])[c:6]1[c:7]([S:16](=[O:17])(=[O:18])[N:19]=[C:20]=[O:21])[cH:8][c:9]([C:12]([F:13])([F:14])[F:15])[cH:10][cH:11]1)[CH3:22].[CH3:42][C:43]#[N:44].[NH2:23][c:24]1[n:25][c:26]([O:32][CH3:33])[cH:27][c:28]([O:30][CH3:31])[n:29]1>>[CH3:1][N:2]([S:3](=[O:4])(=[O:5])[c:6]1[c:7]([S:16](=[O:17])(=[O:18])[NH:19][C:20](=[O:21])[NH:23][c:24]2[n:25][c:26]([O:32][CH3:33])[cH:27][c:28]([O:30][CH3:31])[n:29]2)[cH:8][c:9]([C:12]([F:13])([F:14])[F:15])[cH:10][cH:11]1)[CH3:22]. The product is COc1cc(OC)nc(NC(=O)NS(=O)(=O)c2cc(C(F)(F)F)ccc2S(=O)(=O)N(C)C)n1. Reactants: C1CN2CCN1CC2, CN(C)S(=O)(=O)c1ccc(C(F)(F)F)cc1S(=O)(=O)N=C=O, CC#N, COc1cc(OC)nc(N)n1.